Dataset: the Open Reaction Database (ORD), a public repository of structured organic reaction records. Task: describe an organic reaction: reactants, conditions, products, and yield Starting materials: O=C([O-])[O-], C=CCBr, CS(C)=O, Cc1cc(Cl)ccc1-c1c(O)cccc1F, [K+], [K+]. Yields the product C=CCOc1cccc(F)c1-c1ccc(Cl)cc1C. Reaction SMILES: [C:17](=[O:18])([O-:19])[O-:20].[CH2:23]([CH:24]=[CH2:25])[Br:26].[CH3:27][S:28]([CH3:29])=[O:30].[Cl:1][c:2]1[cH:3][c:4]([CH3:16])[c:5](-[c:8]2[c:9]([OH:15])[cH:10][cH:11][cH:12][c:13]2[F:14])[cH:6][cH:7]1.[K+:21].[K+:22]>>[Cl:1][c:2]1[cH:3][c:4]([CH3:16])[c:5](-[c:8]2[c:9]([O:15][CH2:25][CH:24]=[CH2:23])[cH:10][cH:11][cH:12][c:13]2[F:14])[cH:6][cH:7]1. Reactants: COC1=CC=C(OCC2=C(N)C=CC=C2)C=C1 (2-[(4-methoxyphenoxy)methyl]aniline), C(#N)C=1C=C(C(=O)Cl)C=CC1 (3-cyanobenzoyl chloride). Yields the product C(#N)C=1C=C(C(=O)NC2=C(C=CC=C2)COC2=CC=C(C=C2)OC)C=CC1 (N-(3-cyanobenzoyl)-2-[(4-methoxyphenoxy)methyl]aniline), solid. Isolated yield 36.0%. As a reaction SMILES: [CH3:1][O:2][C:3]1[CH:17]=[CH:16][C:6]([O:7][CH2:8][C:9]2[CH:15]=[CH:14][CH:13]=[CH:12][C:10]=2[NH2:11])=[CH:5][CH:4]=1.[C:18]([C:20]1[CH:21]=[C:22]([CH:26]=[CH:27][CH:28]=1)[C:23](Cl)=[O:24])#[N:19]>>[C:18]([C:20]1[CH:21]=[C:22]([CH:26]=[CH:27][CH:28]=1)[C:23]([NH:11][C:10]1[CH:12]=[CH:13][CH:14]=[CH:15][C:9]=1[CH2:8][O:7][C:6]1[CH:5]=[CH:4][C:3]([O:2][CH3:1])=[CH:17][CH:16]=1)=[O:24])#[N:19]. Reported procedure: Using a procedure similar to Example 1B except starting from 2-[(4-methoxyphenoxy)methyl]aniline and 3-cyanobenzoyl chloride, the title compound was obtained as a solid (0.50 g, 36%); MS(FD): 359. Reactants: COC1=NS(N=C1OC)(=O)=O (3,4-dimethoxy-1,2,5-thiadiazole 1,1-dioxide), CN(C)CC1=CC=CC(=N1)CSCCN (2-[(6-Dimethylaminomethyl-2-pyridyl)methylthio]ethylamine), N (ammonia). The product is NC1=NS(N=C1NCCSCC1=NC(=CC=C1)CN(C)C)(=O)=O (3-Amino-4-{2-[(6-dimethylaminomethyl-2-pyridyl)methylthio]ethylamino}-1,2,5-thiadiazole 1,1-dioxide). As a reaction SMILES: CO[C:3]1[C:7](OC)=[N:6][S:5](=[O:11])(=[O:10])[N:4]=1.[CH3:12][N:13]([CH2:15][C:16]1[N:21]=[C:20]([CH2:22][S:23][CH2:24][CH2:25][NH2:26])[CH:19]=[CH:18][CH:17]=1)[CH3:14].[NH3:27]>>[NH2:27][C:3]1[C:7]([NH:26][CH2:25][CH2:24][S:23][CH2:22][C:20]2[CH:19]=[CH:18][CH:17]=[C:16]([CH2:15][N:13]([CH3:12])[CH3:14])[N:21]=2)=[N:6][S:5](=[O:11])(=[O:10])[N:4]=1. Reported procedure: When a methanolic solution of 3,4-dimethoxy-1,2,5-thiadiazole 1,1-dioxide is successively treated with an equimolar amount of 2-[(6-dimethylaminomethyl-2-pyridyl)methylthio]ethylamine [prepared in Example 136, Step C] and excess ammonia, the title compound is thereby produced. The reactants are NC1=CC=C(C=C1)C1=NSC(=C1C(=O)N)NC(=O)NCCCN1CCOCC1 (3-(4-aminophenyl)-5-(3-(3-morpholinopropyl)ureido)isothiazole-4-carboxamide), FC1=C(C=C(C=C1)C(F)(F)F)N=C=O (2-fluoro-5-(trifluoromethyl)phenyl isocyanate). Reagents/catalysts: C(C)(C)N(C(C)C)CC (N,N-diisopropylethylamine). Product: FC1=C(C=C(C=C1)C(F)(F)F)NC(=O)NC1=CC=C(C=C1)C1=NSC(=C1C(=O)N)NC(=O)NCCCN1CCOCC1 (3-{4-[({[2-fluoro-5-(trifluoromethyl)phenyl]amino}carbonyl)amino]phenyl}-5-({[(3-morpholin-4-ylpropyl)amino]carbonyl}amino)isothiazole-4-carboxamide). The yield is 60.1%. RXN SMILES: [NH2:1][C:2]1[CH:7]=[CH:6][C:5]([C:8]2[C:12]([C:13]([NH2:15])=[O:14])=[C:11]([NH:16][C:17]([NH:19][CH2:20][CH2:21][CH2:22][N:23]3[CH2:28][CH2:27][O:26][CH2:25][CH2:24]3)=[O:18])[S:10][N:9]=2)=[CH:4][CH:3]=1.[F:29][C:30]1[CH:35]=[CH:34][C:33]([C:36]([F:39])([F:38])[F:37])=[CH:32][C:31]=1[N:40]=[C:41]=[O:42]>C(N(CC)C(C)C)(C)C>[F:29][C:30]1[CH:35]=[CH:34][C:33]([C:36]([F:39])([F:38])[F:37])=[CH:32][C:31]=1[NH:40][C:41]([NH:1][C:2]1[CH:3]=[CH:4][C:5]([C:8]2[C:12]([C:13]([NH2:15])=[O:14])=[C:11]([NH:16][C:17]([NH:19][CH2:20][CH2:21][CH2:22][N:23]3[CH2:24][CH2:25][O:26][CH2:27][CH2:28]3)=[O:18])[S:10][N:9]=2)=[CH:6][CH:7]=1)=[O:42]. Procedure details: In a manner similar to that described for Example 3 (, 3-(4-aminophenyl)-5-(3-(3-morpholinopropyl)ureido)isothiazole-4-carboxamide (12 mg, 0.030 mmol), 3 drops N,N-diisopropylethylamine, and 2-fluoro-5-(trifluoromethyl)phenyl isocyanate (0.0087 mL, 0.060 mmol) was used to give the title compound as a white solid (11 mg, 62%). Starting materials: N1CCCC1 (pyrrolidine), Cl (HCl), CC1=CC=C(C=C1)C12CC(CCN2CCC2=C1C=CC=C2)=O (11b-(4-methylphenyl)-1,3,4,6,7,11b-hexahydro-2H-benzo[a]quinolizin-2-one), [BH3-]C#N.[Na+] (NaBH3CN). The solvent is CO (methanol), CO (methanol). The product is Cl.Cl.CC1=CC=C(C=C1)C12CC(CCN2CCC2=C1C=CC=C2)N2CCCC2 (11b-(4-methylphenyl)-1,3,4,6,7,11b-hexahydro-2-pyrrolidin-1-yl-2H-benzo[a]quinolizine dihydrochloride). Reaction SMILES: [NH:1]1[CH2:5][CH2:4][CH2:3][CH2:2]1.[ClH:6].[CH3:7][C:8]1[CH:13]=[CH:12][C:11]([C:14]23[C:23]4[CH:24]=[CH:25][CH:26]=[CH:27][C:22]=4[CH2:21][CH2:20][N:19]2[CH2:18][CH2:17][C:16](=O)[CH2:15]3)=[CH:10][CH:9]=1.[BH3-]C#N.[Na+]>CO>[ClH:6].[ClH:6].[CH3:7][C:8]1[CH:9]=[CH:10][C:11]([C:14]23[C:23]4[CH:24]=[CH:25][CH:26]=[CH:27][C:22]=4[CH2:21][CH2:20][N:19]2[CH2:18][CH2:17][CH:16]([N:1]2[CH2:5][CH2:4][CH2:3][CH2:2]2)[CH2:15]3)=[CH:12][CH:13]=1 |f:3.4,6.7.8|. Reported procedure: A solution of 14 ml of pyrrolidine (168 mmoles) in 75 ml of methanol is neutralized with HCl gas while the solution is cooled in an ice bath. 13 ml more (156 mmoles) of yrrolidine is added along with 100 ml of methanol. Thereafter is added 16.0 g (54.9 mmoles) of 11b-(4-methylphenyl)-1,3,4,6,7,11b-hexahydro-2H-benzo[a]quinolizin-2-one, 3.47 g (55.2 mmoles) of NaBH3CN and molecular sieves. A drying tube is attached and the reaction conditions of EXAMPLE 7 are employed. The work-up procedures of E... Starting materials: C(C)(=O)O[C@@H]1CC2=CC[C@H]3[C@@H]4CC(=C([C@@]4(C)CC[C@@H]3[C@]2(CC1)C)Cl)C=O (3β-acetoxy-17-chloro-16-formylandrosta-5,16-diene), C(C)(=O)O[C@@H]1CC2=CC[C@H]3[C@@H]4CC(=C([C@@]4(C)CC[C@@H]3[C@]2(CC1)C)Cl)C=O (3β-acetoxy-17-chloro-16-formylandrosta-5,16-diene), N1N=CC=C1 (pyrazole), C(=O)([O-])[O-].[K+].[K+] (K2CO3), pet. ether EtOAc, C(C)(=O)O[C@@H]1CC2=CC[C@H]3[C@@H]4CCC([C@@]4(C)CC[C@@H]3[C@]2(CC1)C)N1N=CC=C1 (3β-acetoxy-17-(1H-pyrazol-1-yl)androsta-5-ene). Product: C(C)(=O)O[C@@H]1CC2=CC[C@H]3[C@@H]4CC(=C([C@@]4(C)CC[C@@H]3[C@]2(CC1)C)N1N=CC=C1)C=O (3β-acetoxy-17-(1H-pyrazol-1-yl)-16-formylandrosta-5,16-diene). The yield is 62.8%. RXN SMILES: [C:1]([O:4][C@H:5]1[CH2:22][CH2:21][C@@:20]2([CH3:23])[C:7](=[CH:8][CH2:9][C@@H:10]3[C@@H:19]2[CH2:18][CH2:17][C@@:15]2([CH3:16])[C@H:11]3[CH2:12][C:13]([CH:25]=[O:26])=[C:14]2Cl)[CH2:6]1)(=[O:3])[CH3:2].[NH:27]1[CH:31]=[CH:30][CH:29]=[N:28]1.C([O-])([O-])=O.[K+].[K+].C(O[C@H]1CC[C@@]2(C)C(=CC[C@@H]3[C@@H]2CC[C@@]2(C)[C@H]3CCC2N2C=CC=N2)C1)(=O)C>>[C:1]([O:4][C@H:5]1[CH2:22][CH2:21][C@@:20]2([CH3:23])[C:7](=[CH:8][CH2:9][C@@H:10]3[C@@H:19]2[CH2:18][CH2:17][C@@:15]2([CH3:16])[C@H:11]3[CH2:12][C:13]([CH:25]=[O:26])=[C:14]2[N:27]2[CH:31]=[CH:30][CH:29]=[N:28]2)[CH2:6]1)(=[O:3])[CH3:2] |f:2.3.4|. Procedure: Reaction of 3β-acetoxy-17-chloro-16-formylandrosta-5,16-diene (Compound 3) (0.5 g, 1.329 mmol), pyrazole (136 mg, 1.994 mmol) and K2CO3 (551 mg, 3.99 mmol) as described for Synthesis Example 7 after FCC (silica gel, pet. ether/EtOAc, (4:1)) gave a mixture (341 mg, approx. 3:1) of 3β-acetoxy-17-(1H-pyrazol-1-yl)-16-formylandrosta-5,16-diene and 3β-acetoxy-17-(1H-pyrazol-1-yl)androsta-5-ene. This mixture resisted separation by chromatography. Reactants: N1C(=NC2=C1C=C1C(=C2)OCOC1)S (1,8-dihydro-m-dioxino(4,5-f)benzimidazole-2-thiol), [OH-].[Na+] (sodium hydroxide), Cl.CC=1C=CC(=NC1)CCl (5-methyl-2-chloromethylpyridine hydrochloride). Run in O (water), alcohol. Run at time 30 minute. The product is Cl.Cl.CC=1C=CC(=NC1)CSC1=NC2=C(N1)C=C1C(=C2)OCOC1 (1,8-dihydro-2-[[(5-methyl-2-pyridyl)methyl]thio]-m-dioxino(4,5-f)benzimidazole dihydrochloride). Reaction SMILES: [NH:1]1[C:5]2[CH:6]=[C:7]3[CH2:13][O:12][CH2:11][O:10][C:8]3=[CH:9][C:4]=2[N:3]=[C:2]1[SH:14].[OH-].[Na+].[ClH:17].[CH3:18][C:19]1[CH:20]=[CH:21][C:22]([CH2:25][Cl:26])=[N:23][CH:24]=1>O>[ClH:26].[ClH:17].[CH3:18][C:19]1[CH:20]=[CH:21][C:22]([CH2:25][S:14][C:2]2[NH:1][C:5]3[CH:6]=[C:7]4[CH2:13][O:12][CH2:11][O:10][C:8]4=[CH:9][C:4]=3[N:3]=2)=[N:23][CH:24]=1 |f:1.2,3.4,6.7.8|. Procedure: To 3.7 g of 1,8-dihydro-m-dioxino(4,5-f)benzimidazole-2-thiol, suspended in 60 ml of alcohol, were added dropwise while stirring 1.5 g of sodium hydroxide in 30 ml of water and, after 30 minutes, there were added 3.4 g of 5-methyl-2-chloromethylpyridine hydrochloride. The mixture was left to boil at reflux overnight, then evaporated and the residue was taken up in methylene chloride. This mixture was washed first with 3N sodium hydroxide, then neutral with water, dried over sodium sulfate and ev... Starting materials: O=C(n1ccnc1)n1ccnc1, COc1cc(-c2ccccc2)cc2ncc(-c3csc(C(=O)O)c3)n12, CN(C)C=O, NC1CCCCC1N. The product is COc1cc(-c2ccccc2)cc2ncc(-c3csc(C(=O)NC4CCCCC4N)c3)n12. Reaction SMILES: [C:26]([n:27]1[cH:28][cH:29][n:30][cH:31]1)([n:32]1[cH:33][cH:34][n:35][cH:36]1)=[O:37].[CH3:1][O:2][c:3]1[cH:4][c:5](-[c:20]2[cH:21][cH:22][cH:23][cH:24][cH:25]2)[cH:6][c:7]2[n:8]1[c:9](-[c:12]1[cH:13][c:14]([C:17](=[O:18])[OH:19])[s:15][cH:16]1)[cH:10][n:11]2.[CH3:46][N:47]([CH3:48])[CH:49]=[O:50].[CH:38]1([NH2:45])[CH:39]([NH2:44])[CH2:40][CH2:41][CH2:42][CH2:43]1>>[CH3:1][O:2][c:3]1[cH:4][c:5](-[c:20]2[cH:21][cH:22][cH:23][cH:24][cH:25]2)[cH:6][c:7]2[n:8]1[c:9](-[c:12]1[cH:13][c:14]([C:17](=[O:19])[NH:45][CH:38]3[CH:39]([NH2:44])[CH2:40][CH2:41][CH2:42][CH2:43]3)[s:15][cH:16]1)[cH:10][n:11]2. Reactants: CC(C)(C)OC(=O)CBr, CC(=O)Oc1c(C)c(C)c2c(c1C)CCC(C)(COc1ccc(CC3SC(=O)NC3=O)cc1)O2, O=C([O-])[O-], CC(C)=O, [K+], [K+]. Product: CC(=O)Oc1c(C)c(C)c2c(c1C)CCC(C)(COc1ccc(CC3SC(=O)N(CC(=O)OC(C)(C)C)C3=O)cc1)O2. Reaction SMILES: [Br:1][CH2:2][C:3](=[O:4])[O:5][C:6]([CH3:7])([CH3:8])[CH3:9].[C:10]([CH3:11])(=[O:12])[O:13][c:14]1[c:15]([CH3:43])[c:16]2[c:21]([c:22]([CH3:25])[c:23]1[CH3:24])[O:20][C:19]([CH3:26])([CH2:27][O:28][c:29]1[cH:30][cH:31][c:32]([CH2:33][CH:34]3[C:35](=[O:40])[NH:36][C:37](=[O:39])[S:38]3)[cH:41][cH:42]1)[CH2:18][CH2:17]2.[C:44](=[O:45])([O-:46])[O-:47].[CH3:50][C:51](=[O:52])[CH3:53].[K+:48].[K+:49]>>[CH2:2]([C:3](=[O:4])[O:5][C:6]([CH3:7])([CH3:8])[CH3:9])[N:36]1[C:35](=[O:40])[CH:34]([CH2:33][c:32]2[cH:31][cH:30][c:29]([O:28][CH2:27][C:19]3([CH3:26])[CH2:18][CH2:17][c:16]4[c:15]([CH3:43])[c:14]([O:13][C:10]([CH3:11])=[O:12])[c:23]([CH3:24])[c:22]([CH3:25])[c:21]4[O:20]3)[cH:42][cH:41]2)[S:38][C:37]1=[O:39].